This data is from the Open Reaction Database (ORD), a public repository of structured organic reaction records. The task is: describe an organic reaction: reactants, conditions, products, and yield Yields the product CSc1cccc(C(CC2CCCC2)C(=O)N(C)C(C)C(O)c2ccccc2)c1. Reaction SMILES: [C:33]([O:34][C:35](=[O:36])[NH:37][c:38]1[cH:39][cH:40][cH:41][c:42]([CH2:43][n:44]2[cH:45][cH:46][c:47]([NH:48][C:49](=[O:50])[CH:51]([c:52]3[cH:53][cH:54][c:61]([S:62]([CH3:63])(=[O:64])=[O:65])[c:66]([Cl:67])[cH:68]3)[CH2:55][CH:56]3[CH2:57][CH2:58][CH2:59][CH2:60]3)[n:69]2)[cH:70]1)([CH3:71])([CH3:72])[CH3:73].[CH3:1][Si:2]([CH3:3])([CH3:4])[NH:5][Si:6]([CH3:7])([CH3:8])[CH3:9].[O:75]1[CH2:76][CH2:77][CH2:78][CH2:79]1.[OH2:74].[OH:10][CH:11]([CH:12]([CH3:13])[N:14]([C:15]([CH2:16][c:17]1[cH:18][c:19]([S:23][CH3:24])[cH:20][cH:21][cH:22]1)=[O:25])[CH3:26])[c:27]1[cH:28][cH:29][cH:30][cH:31][cH:32]1>>[OH:10][CH:11]([CH:12]([CH3:13])[N:14]([C:15]([CH:16]([c:17]1[cH:18][c:19]([S:23][CH3:24])[cH:20][cH:21][cH:22]1)[CH2:55][CH:56]1[CH2:57][CH2:58][CH2:59][CH2:60]1)=[O:25])[CH3:26])[c:27]1[cH:28][cH:29][cH:30][cH:31][cH:32]1. Reactants: CC(C)(C)OC(=O)Nc1cccc(Cn2ccc(NC(=O)C(CC3CCCC3)c3ccc(S(C)(=O)=O)c(Cl)c3)n2)c1, C[Si](C)(C)N[Si](C)(C)C, C1CCOC1, O, CSc1cccc(CC(=O)N(C)C(C)C(O)c2ccccc2)c1. Reactants: BrC1=CC=C(C=C1)[C@@H](CC(CC1=CC=NC=C1)=O)C1=C(C=CC=C1)C ((R)-4-(4-bromo-phenyl)-1-pyridin-4-yl-4-o-tolyl-butan-2-one), Cl.NO (hydroxylamine hydrochloride), C(O)([O-])=O.[Na+] (sodium hydrogencarbonate). Product: BrC1=CC=C(C=C1)[C@@H](C/C(/CC1=CC=NC=C1)=N/O)C1=C(C=CC=C1)C ((R,Z)-4-(4-Bromo-phenyl)-1-pyridin-4-yl-4-o-tolyl-butan-2-one oxime). As a reaction SMILES: [Br:1][C:2]1[CH:7]=[CH:6][C:5]([C@H:8]([C:19]2[CH:24]=[CH:23][CH:22]=[CH:21][C:20]=2[CH3:25])[CH2:9][C:10](=O)[CH2:11][C:12]2[CH:17]=[CH:16][N:15]=[CH:14][CH:13]=2)=[CH:4][CH:3]=1.Cl.[NH2:27][OH:28].C(=O)([O-])O.[Na+]>>[Br:1][C:2]1[CH:7]=[CH:6][C:5]([C@H:8]([C:19]2[CH:24]=[CH:23][CH:22]=[CH:21][C:20]=2[CH3:25])[CH2:9]/[C:10](=[N:27]/[OH:28])/[CH2:11][C:12]2[CH:17]=[CH:16][N:15]=[CH:14][CH:13]=2)=[CH:4][CH:3]=1 |f:1.2,3.4|. Reported procedure: In analogy to example 1, step 2, from (R)-4-(4-bromo-phenyl)-1-pyridin-4-yl-4-o-tolyl-butan-2-one and hydroxylamine hydrochloride in the presence of sodium hydrogencarbonate was prepared the title compound as a colourless oil, MS (ESI+): m/z=409.1 ([M+H]+, 1Br). Reactants: C(#N)N=C(OCCC)C=1C=NC=C(C1)O (propyl N-cyano-5-hydroxy-3-pyridinecarboximidate), ClC1=C(C=CC=C1)CCN (2-(2-chlorophenyl)ethylamine). Solvent: CO (methanol). Reaction conditions: time 4 hour. Product: C(#N)NC(=NCCC1=C(C=CC=C1)Cl)C=1C=NC=C(C1)O (N-cyano-N'-[2-(2-chlorophenyl)ethyl]-5-hydroxy-3-pyridinecarboximidamide). Isolated yield 41.8%. As a reaction SMILES: [C:1]([N:3]=[C:4]([C:9]1[CH:10]=[N:11][CH:12]=[C:13]([OH:15])[CH:14]=1)OCCC)#[N:2].[Cl:16][C:17]1[CH:22]=[CH:21][CH:20]=[CH:19][C:18]=1[CH2:23][CH2:24][NH2:25]>CO>[C:1]([NH:3][C:4]([C:9]1[CH:10]=[N:11][CH:12]=[C:13]([OH:15])[CH:14]=1)=[N:25][CH2:24][CH2:23][C:18]1[CH:19]=[CH:20][CH:21]=[CH:22][C:17]=1[Cl:16])#[N:2]. Procedure: To a solution of propyl N-cyano-5-hydroxy-3-pyridinecarboximidate (0.26 g) in methanol (5 ml) was added 2-(2-chlorophenyl)ethylamine (0.22 g, 1.4 mmol), and the mixture was stirred for 4 hours. After the reaction was completed, the reaction mixture was concentrated under reduced pressure and the residue obtained was extracted with chloroform (50 ml×3). The chloroform layer was washed with water (100 ml), dried over anhydrous sodium sulfate and concentrated under reduced pressure. The residue was... Starting materials: C(=O)([O-])[O-].[K+].[K+] (K2CO3), BrC1=CC(=C(N)C=C1)F (4-Bromo-2-fluoroaniline), OC1=NC=CC=C1 (2-hydroxypyridine), OC=1C=CC=C2C=CC=NC12 (8-hydroxyquinoline). The reagents and catalysts are [Cu]I (CuI). The solvent is CS(=O)C (DMSO). Conditions: temperature 150 celsius, time 18 hour. Yields the product NC1=C(C=C(C=C1)N1C(C=CC=C1)=O)F (1-(4-Amino-3-fluoro-phenyl)-1H-pyridin-2-one). Reaction SMILES: Br[C:2]1[CH:8]=[CH:7][C:5]([NH2:6])=[C:4]([F:9])[CH:3]=1.[OH:10][C:11]1[CH:16]=[CH:15][CH:14]=[CH:13][N:12]=1.OC1C=CC=C2C=1N=CC=C2.C([O-])([O-])=O.[K+].[K+]>CS(C)=O.[Cu]I>[NH2:6][C:5]1[CH:7]=[CH:8][C:2]([N:12]2[CH:13]=[CH:14][CH:15]=[CH:16][C:11]2=[O:10])=[CH:3][C:4]=1[F:9] |f:3.4.5|. Procedure details: 4-Bromo-2-fluoroaniline (13.0 g; 68 mmol), 2-hydroxypyridine (9.11 g; 96 mmol), 8-hydroxyquinoline (1.5 g; 10 mmol) are dissolved under argon in DMSO (40 ml). To this solution K2CO3 (10.4 g; 75 mmol) and CuI (1.95 g; 10 mmol) are added and the resulting suspension is heavily stirred under argon at 150° C. for 18 h. The mixture is evaporated to dryness under reduced pressure and the final residue is chromatographed over silica gel (400 g) using dichloromethane/methanol as eluents. The obtained cr... Starting materials: Br, COc1cccc2cc3ccccc3nc12, [Na+], [Na+], O=C([O-])[O-]. Product: Oc1cccc2cc3ccccc3nc12. RXN SMILES: [BrH:23].[CH3:1][O:2][c:3]1[cH:4][cH:5][cH:6][c:7]2[cH:8][c:9]3[cH:10][cH:11][cH:12][cH:13][c:14]3[n:15][c:16]12.[Na+:17].[Na+:18].[O-:19][C:20](=[O:21])[O-:22]>>[OH:2][c:3]1[cH:4][cH:5][cH:6][c:7]2[cH:8][c:9]3[cH:10][cH:11][cH:12][cH:13][c:14]3[n:15][c:16]12. Starting materials: ClCCCN1C(NC2=C1C=CC(=C2)C(F)(F)F)=O (1-(3-chloropropyl)-1,3-dihydro-5-(trifluoromethyl)-2H-benzimidazol-2-one), Cl.FC1=CC=C(C=C1)C(=O)C1CCNCC1 ((4-fluorophenyl) (4-piperidinyl) methanone hydrochloride), C([O-])([O-])=O.[Na+].[Na+] (sodium carbonate), [I-].[K+] (potassium iodide). Solvent: CC(CC(C)=O)C (4-methyl-2-pentanone). Reaction conditions: time 8 hour. Yields the product FC1=CC=C(C(=O)C2CCN(CC2)CCCN2C(NC3=C2C=CC(=C3)C(F)(F)F)=O)C=C1 (1-{3-[4-(4-fluorobenzoyl)-1-piperidinyl]propyl}-1,3-dihydro-5-(trifluoromethyl)-2H-benzimidazol-2-one). Yield: 20.0%. As a reaction SMILES: Cl[CH2:2][CH2:3][CH2:4][N:5]1[C:9]2[CH:10]=[CH:11][C:12]([C:14]([F:17])([F:16])[F:15])=[CH:13][C:8]=2[NH:7][C:6]1=[O:18].Cl.[F:20][C:21]1[CH:26]=[CH:25][C:24]([C:27]([CH:29]2[CH2:34][CH2:33][NH:32][CH2:31][CH2:30]2)=[O:28])=[CH:23][CH:22]=1.C(=O)([O-])[O-].[Na+].[Na+].[I-].[K+]>CC(C)CC(=O)C>[F:20][C:21]1[CH:22]=[CH:23][C:24]([C:27]([CH:29]2[CH2:34][CH2:33][N:32]([CH2:2][CH2:3][CH2:4][N:5]3[C:9]4[CH:10]=[CH:11][C:12]([C:14]([F:17])([F:16])[F:15])=[CH:13][C:8]=4[NH:7][C:6]3=[O:18])[CH2:31][CH2:30]2)=[O:28])=[CH:25][CH:26]=1 |f:1.2,3.4.5,6.7|. Reported procedure: A mixture of 4.2 parts of 1-(3-chloropropyl)-1,3-dihydro-5-(trifluoromethyl)-2H-benzimidazol-2-one, 3.6 parts of (4-fluorophenyl) (4-piperidinyl) methanone hydrochloride, 10 parts of sodium carbonate, 0.1 parts of potassium iodide and 80 parts of 4-methyl-2-pentanone is stirred and heated till reflux. Refluxing is continued overnight. After cooling to room temperature, the reaction mixture is poured onto water. The organic phase is separated, dried, filtered and evaporated. The residue is purifi... Reactants: N1(CCCC1)C(=O)C1=CC=C(C=C1)B(O)O (4-pyrrolidine-1-carbonyl phenyl boronic acid), BrC1=CC=C(C=C1)C=1OC(=C(N1)CCN1[C@@H](CCC1)C)C (2-(4-Bromo-phenyl)-5-methyl-4-[2-((R)-2-methyl-pyrrolidin-1-yl)-ethyl]-oxazole). The product is CC1=C(N=C(O1)C1=CC=C(C=C1)C1=CC=C(C=C1)C(=O)N1CCCC1)CCN1[C@@H](CCC1)C ((4′-{5-Methyl-4-[2-((R)-2-methyl-pyrrolidin-1-yl)-ethyl]-oxazol-2-yl}-biphenyl-4-yl)-pyrrolidin-1-yl-methanone). As a reaction SMILES: [N:1]1([C:6]([C:8]2[CH:13]=[CH:12][C:11](B(O)O)=[CH:10][CH:9]=2)=[O:7])[CH2:5][CH2:4][CH2:3][CH2:2]1.Br[C:18]1[CH:23]=[CH:22][C:21]([C:24]2[O:25][C:26]([CH3:37])=[C:27]([CH2:29][CH2:30][N:31]3[CH2:35][CH2:34][CH2:33][C@H:32]3[CH3:36])[N:28]=2)=[CH:20][CH:19]=1>>[CH3:37][C:26]1[O:25][C:24]([C:21]2[CH:22]=[CH:23][C:18]([C:11]3[CH:12]=[CH:13][C:8]([C:6]([N:1]4[CH2:5][CH2:4][CH2:3][CH2:2]4)=[O:7])=[CH:9][CH:10]=3)=[CH:19][CH:20]=2)=[N:28][C:27]=1[CH2:29][CH2:30][N:31]1[CH2:35][CH2:34][CH2:33][C@H:32]1[CH3:36]. Reported procedure: The title compound is prepared in a manner substantially analogous to example 133 starting from 4-pyrrolidine-1-carbonyl phenyl boronic acid (314 mg, 1.43 mmol) and 2-(4-Bromo-phenyl)-5-methyl-4-[2-((R)-2-methyl-pyrrolidin-1-yl)-ethyl]-oxazole (100 mg, 0.287 mmol) to give 55 mg (43%). MS (m/e) 444.4 (M+1) The reactants are CN(C1=CC=CC=C1)CC1=CC=C2C=C(C=NC2=C1)C(=O)OC (methyl 7-(methylphenylamino)methyl-quinoline-3-carboxylate), [H-].[Al+3].[Li+].[H-].[H-].[H-] (lithium aluminum hydride), CCOCC (ether), S(=O)(=O)([O-])[O-].[Na+].[Na+] (sodium sulfate), [H-].[Al+3].[Li+].[H-].[H-].[H-] (lithium aluminum hydride). Run in O1CCCC1 (tetrahydrofuran), O1CCCC1 (THF). Yields the product OCC=1C=NC2=CC(=CC=C2C1)CN(C1=CC=CC=C1)C (3-hydroxymethyl-7-(methylphenylamino)methylquinoline), product. The yield is 82.0%. RXN SMILES: [H-].[Al+3].[Li+].[H-].[H-].[H-].[CH3:7][N:8]([CH2:15][C:16]1[CH:25]=[C:24]2[C:19]([CH:20]=[C:21]([C:26](OC)=[O:27])[CH:22]=[N:23]2)=[CH:18][CH:17]=1)[C:9]1[CH:14]=[CH:13][CH:12]=[CH:11][CH:10]=1.CCOCC.S([O-])([O-])(=O)=O.[Na+].[Na+]>O1CCCC1>[OH:27][CH2:26][C:21]1[CH:22]=[N:23][C:24]2[C:19]([CH:20]=1)=[CH:18][CH:17]=[C:16]([CH2:15][N:8]([CH3:7])[C:9]1[CH:10]=[CH:11][CH:12]=[CH:13][CH:14]=1)[CH:25]=2 |f:0.1.2.3.4.5,8.9.10|. Procedure: In a nitrogen atmosphere, lithium aluminum hydride (33 mg, 0.88 mmol.) was suspended in tetrahydrofuran (THF, 1 mL). Under chilling with ice, to this was dropwise added the above methyl 7-(methylphenylamino)methyl-quinoline-3-carboxylate (171 mg, 0.56 mmol.) in dry THF (1.5 mL). The resulting mixture was stirred under chilling with ice for 3 hours. To this were added ether (5 mL) and saturated aqueous sodium sulfate solution (3 mL), so that excessive lithium aluminum hydride was decomposed. The ...